This data is from the Open Reaction Database (ORD), a public repository of structured organic reaction records. The task is: describe an organic reaction: reactants, conditions, products, and yield The reactants are Brc1cccc(Br)c1, C1CCOC1, CCI, CC(C)[N-]C(C)C, [Cl-], [Li+], [NH4+]. The product is CCc1c(Br)cccc1Br. As a reaction SMILES: [Br:1][c:2]1[cH:3][c:4]([Br:8])[cH:5][cH:6][cH:7]1.[CH2:22]1[O:23][CH2:24][CH2:25][CH2:26]1.[CH2:9]([CH3:10])[I:11].[CH3:13][CH:14]([N-:15][CH:16]([CH3:17])[CH3:18])[CH3:19].[Cl-:20].[Li+:12].[NH4+:21]>>[Br:1][c:2]1[c:3]([CH2:9][CH3:10])[c:4]([Br:8])[cH:5][cH:6][cH:7]1. The reactants are ClC1=NC=CC(=C1)C1=NC(=CC(=N1)C1=CC(=C(C=C1)F)F)C(F)(F)F (2-(2-chloro-pyridin-4-yl)-4-(3,4-difluoro-phenyl)-6-trifluoromethyl-pyrimidine), C(C)(C)(C)NS(=O)(=O)C=1C=C(C=CC1)B(O)O (3-(tert.-butylsulfamoyl)-phenylboronic acid). Product: C(C)(C)(C)NS(=O)(=O)C1=CC(=CC=C1)C1=NC=CC(=C1)C1=NC(=CC(=N1)C1=CC(=C(C=C1)F)F)C(F)(F)F (3-{4-[4-(3,4-Difluoro-phenyl)-6-trifluoromethyl-pyrimidin-2-yl]-pyridin-2-yl}-benzenesulfonic acid tert-butylamide), solid. As a reaction SMILES: Cl[C:2]1[CH:7]=[C:6]([C:8]2[N:13]=[C:12]([C:14]3[CH:19]=[CH:18][C:17]([F:20])=[C:16]([F:21])[CH:15]=3)[CH:11]=[C:10]([C:22]([F:25])([F:24])[F:23])[N:9]=2)[CH:5]=[CH:4][N:3]=1.[C:26]([NH:30][S:31]([C:34]1[CH:35]=[C:36](B(O)O)[CH:37]=[CH:38][CH:39]=1)(=[O:33])=[O:32])([CH3:29])([CH3:28])[CH3:27]>>[C:26]([NH:30][S:31]([C:34]1[CH:35]=[CH:36][CH:37]=[C:38]([C:2]2[CH:7]=[C:6]([C:8]3[N:13]=[C:12]([C:14]4[CH:19]=[CH:18][C:17]([F:20])=[C:16]([F:21])[CH:15]=4)[CH:11]=[C:10]([C:22]([F:25])([F:24])[F:23])[N:9]=3)[CH:5]=[CH:4][N:3]=2)[CH:39]=1)(=[O:33])=[O:32])([CH3:29])([CH3:27])[CH3:28]. Reported procedure: 3-{4-[4-(3,4-Difluoro-phenyl)-6-trifluoromethyl-pyrimidin-2-yl]-pyridin-2-yl}-benzenesulfonic acid tert-butylamide was prepared from 2-(2-chloro-pyridin-4-yl)-4-(3,4-difluoro-phenyl)-6-trifluoromethyl-pyrimidine (example E.104) (0.25 g, 0.67 mmol) and commercially available 3-(tert.-butylsulfamoyl)-phenylboronic acid (0.21 g, 0.82 mmol) according to the general procedure VI. Obtained as a light yellow solid (0.25 g), which was subsequently deprotected. Starting materials: O=C([O-])[O-], CCCc1cc(CC(C)(Oc2ccccc2)C(=O)OCC)ccc1O, [Cs+], [Cs+], CN(C)C=O, Cc1ccc(S(=O)(=O)OCCc2nc(-c3cccc(-c4ccccc4)c3)oc2C)cc1. Product: CCCc1cc(CC(C)(Oc2ccccc2)C(=O)OCC)ccc1OCCc1nc(-c2cccc(-c3ccccc3)c2)oc1C. As a reaction SMILES: [C:26](=[O:27])([O-:28])[O-:29].[CH2:1]([CH3:2])[O:3][C:4]([C:5]([CH2:6][c:7]1[cH:8][c:9]([CH2:14][CH2:15][CH3:16])[c:10]([OH:13])[cH:11][cH:12]1)([O:17][c:18]1[cH:19][cH:20][cH:21][cH:22][cH:23]1)[CH3:24])=[O:25].[Cs+:30].[Cs+:31].[O:63]=[CH:64][N:65]([CH3:66])[CH3:67].[c:32]1(-[c:57]2[cH:58][cH:59][cH:60][cH:61][cH:62]2)[cH:33][c:34](-[c:38]2[o:39][c:40]([CH3:56])[c:41]([CH2:43][CH2:44][O:45][S:46]([c:47]3[cH:48][cH:49][c:50]([CH3:51])[cH:52][cH:53]3)(=[O:54])=[O:55])[n:42]2)[cH:35][cH:36][cH:37]1>>[CH2:1]([CH3:2])[O:3][C:4]([C:5]([CH2:6][c:7]1[cH:8][c:9]([CH2:14][CH2:15][CH3:16])[c:10]([O:13][CH2:44][CH2:43][c:41]2[c:40]([CH3:56])[o:39][c:38](-[c:34]3[cH:33][c:32](-[c:57]4[cH:58][cH:59][cH:60][cH:61][cH:62]4)[cH:37][cH:36][cH:35]3)[n:42]2)[cH:11][cH:12]1)([O:17][c:18]1[cH:19][cH:20][cH:21][cH:22][cH:23]1)[CH3:24])=[O:25]. The reactants are FC(CCCCN1N=CC(=N1)N)(C)F (2-(5,5-difluoro-hexyl)-2H-[1,2,3]triazol-4-ylamine), C1(=CC=CC=C1)C1=C(N=CO1)C(=O)O (5-phenyl-oxazole-4-carboxylic acid). Yields the product FC(CCCCN1N=CC(=N1)NC(=O)C=1N=COC1C1=CC=CC=C1)(C)F (5-Phenyl-oxazole-4-carboxylic acid [2-(5,5-difluoro-hexyl)-2H-[1,2,3]triazol-4-yl]-amide). Reaction SMILES: [F:1][C:2]([F:14])([CH3:13])[CH2:3][CH2:4][CH2:5][CH2:6][N:7]1[N:11]=[C:10]([NH2:12])[CH:9]=[N:8]1.[C:15]1([C:21]2[O:25][CH:24]=[N:23][C:22]=2[C:26](O)=[O:27])[CH:20]=[CH:19][CH:18]=[CH:17][CH:16]=1>>[F:14][C:2]([F:1])([CH3:13])[CH2:3][CH2:4][CH2:5][CH2:6][N:7]1[N:11]=[C:10]([NH:12][C:26]([C:22]2[N:23]=[CH:24][O:25][C:21]=2[C:15]2[CH:16]=[CH:17][CH:18]=[CH:19][CH:20]=2)=[O:27])[CH:9]=[N:8]1. Procedure: Following general procedure A, starting from 2-(5,5-difluoro-hexyl)-2H-[1,2,3]triazol-4-ylamine and 5-phenyl-oxazole-4-carboxylic acid. Product: CS(=O)C=1N=CC2=C(N1)CN(C2)C2=CC(=NC=C2)C(=O)NC2=CC(=CC=C2)C(F)(F)F (4-(2-(Methylsulfinyl)-5H-pyrrolo[3,4-d]pyrimidin-6(7H)-yl)-N-(3-(trifluoromethyl)phenyl)picolinamide), CS(=O)(=O)C=1N=CC2=C(N1)CN(C2)C2=CC(=NC=C2)C(=O)NC2=CC(=CC=C2)C(F)(F)F (4-(2-(methylsulfonyl)-5H-pyrrolo[3,4-d]pyrimidin-6(7H)-yl)-N-(3-(trifluoromethyl)phenyl)picolinamide). The reactants are FC(C=1C=C(C=CC1)NC(=O)C1=NC=CC(=C1)N1CC=2N=C(N=CC2C1)SC)(F)F (4-(2-Methylsulfanyl-5,7-dihydro-pyrrolo[3,4-d]pyrimidin-6-yl)-pyridine-2-carboxylic acid (3-trifluoromethyl-phenyl)-amide), S(=O)(=O)(O[O-])[O-].[K+].[K+] (potassium peroxomonosulfate), S([O-])(O)=O.[Na+] (sodium bisulfite), C([O-])(O)=O.[Na+] (sodium bicarbonate). Reported procedure: A slurry of 4-(2-Methylsulfanyl-5,7-dihydro-pyrrolo[3,4-d]pyrimidin-6-yl)-pyridine-2-carboxylic acid (3-trifluoromethyl-phenyl)-amide (120 mg, 0.28 mmol) and potassium peroxomonosulfate (Oxone®, 184 mg, 0.30 mmol) in tetrahydrofuran (10 mL) and water (4 mL) was stirred at room temperature for 16 hours. To the reaction was added saturated aqueous sodium bisulfite and saturated aqueous sodium bicarbonate to adjust the pH to 7. The mixture was extracted with chloroform. The extract was washed with ... RXN SMILES: [F:1][C:2]([F:30])([F:29])[C:3]1[CH:4]=[C:5]([NH:9][C:10]([C:12]2[CH:17]=[C:16]([N:18]3[CH2:26][C:25]4[CH:24]=[N:23][C:22]([S:27][CH3:28])=[N:21][C:20]=4[CH2:19]3)[CH:15]=[CH:14][N:13]=2)=[O:11])[CH:6]=[CH:7][CH:8]=1.S([O-])(O[O-])(=O)=[O:32].[K+].[K+].[S:39](=[O:42])(O)[O-:40].[Na+].[C:44](=O)(O)[O-].[Na+]>O1CCCC1.O>[CH3:28][S:27]([C:22]1[N:23]=[CH:24][C:25]2[CH2:26][N:18]([C:16]3[CH:15]=[CH:14][N:13]=[C:12]([C:10]([NH:9][C:5]4[CH:6]=[CH:7][CH:8]=[C:3]([C:2]([F:1])([F:29])[F:30])[CH:4]=4)=[O:11])[CH:17]=3)[CH2:19][C:20]=2[N:21]=1)=[O:32].[CH3:44][S:39]([C:22]1[N:23]=[CH:24][C:25]2[CH2:26][N:18]([C:16]3[CH:15]=[CH:14][N:13]=[C:12]([C:10]([NH:9][C:5]4[CH:6]=[CH:7][CH:8]=[C:3]([C:2]([F:29])([F:1])[F:30])[CH:4]=4)=[O:11])[CH:17]=3)[CH2:19][C:20]=2[N:21]=1)(=[O:42])=[O:40] |f:1.2.3,4.5,6.7|. Run in O1CCCC1 (tetrahydrofuran), O (water). The reactants are COc1ccc(CCc2ccc(N)cc2)cc1OC, Cc1ccccc1, O=CO. Product: COc1ccc(CCc2ccc(NC=O)cc2)cc1OC. As a reaction SMILES: [CH3:1][O:2][c:3]1[cH:4][c:5]([CH2:11][CH2:12][c:13]2[cH:14][cH:15][c:16]([NH2:19])[cH:17][cH:18]2)[cH:6][cH:7][c:8]1[O:9][CH3:10].[CH3:23][c:24]1[cH:25][cH:26][cH:27][cH:28][cH:29]1.[CH:20](=[O:21])[OH:22]>>[CH3:1][O:2][c:3]1[cH:4][c:5]([CH2:11][CH2:12][c:13]2[cH:14][cH:15][c:16]([NH:19][CH:20]=[O:21])[cH:17][cH:18]2)[cH:6][cH:7][c:8]1[O:9][CH3:10]. RXN SMILES: [C:94]([CH3:95])([CH3:96])([CH3:97])[O:98][C:99]([NH:100][CH:101]1[CH2:102][NH:103][CH2:104][CH2:105]1)=[O:106].[Cl:1][c:2]1[n:3][c:4]([NH:25][CH2:26][CH:27]([c:28]2[cH:29][cH:30][cH:31][cH:32][cH:33]2)[c:34]2[cH:35][cH:36][cH:37][cH:38][cH:39]2)[c:5]2[n:6][cH:7][n:8]([CH:11]3[CH:12]([OH:24])[CH:13]([OH:23])[CH:14]([n:16]4[n:17][cH:18][c:19]([CH2:21][OH:22])[cH:20]4)[CH2:15]3)[c:9]2[n:10]1.[F:40][C:41]([F:42])([F:43])[C:44]([OH:45])=[O:46].[c:47]1([CH:48]([c:49]2[cH:50][cH:51][cH:52][cH:53][cH:54]2)[CH2:55][NH:56][c:57]2[n:58][c:59]([NH:60][CH2:61][CH2:62][N:63]3[CH2:64][CH2:65][CH2:66][CH2:67][CH2:68]3)[n:69][c:70]3[c:71]2[n:72][cH:73][n:74]3[CH:75]2[CH2:76][CH:77]([n:78]3[cH:79][c:80]([CH2:81][OH:82])[cH:83][n:84]3)[CH:85]([OH:86])[CH:87]2[OH:88])[cH:89][cH:90][cH:91][cH:92][cH:93]1>>[c:2]1([N:103]2[CH2:102][CH:101]([NH:100][C:99]([O:98][C:94]([CH3:95])([CH3:96])[CH3:97])=[O:106])[CH2:105][CH2:104]2)[n:3][c:4]([NH:25][CH2:26][CH:27]([c:28]2[cH:29][cH:30][cH:31][cH:32][cH:33]2)[c:34]2[cH:35][cH:36][cH:37][cH:38][cH:39]2)[c:5]2[n:6][cH:7][n:8]([CH:11]3[CH:12]([OH:24])[CH:13]([OH:23])[CH:14]([n:16]4[n:17][cH:18][c:19]([CH2:21][OH:22])[cH:20]4)[CH2:15]3)[c:9]2[n:10]1. Starting materials: CC(C)(C)OC(=O)NC1CCNC1, OCc1cnn(C2CC(n3cnc4c(NCC(c5ccccc5)c5ccccc5)nc(Cl)nc43)C(O)C2O)c1, O=C(O)C(F)(F)F, OCc1cnn(C2CC(n3cnc4c(NCC(c5ccccc5)c5ccccc5)nc(NCCN5CCCCC5)nc43)C(O)C2O)c1. Yields the product CC(C)(C)OC(=O)NC1CCN(c2nc(NCC(c3ccccc3)c3ccccc3)c3ncn(C4CC(n5cc(CO)cn5)C(O)C4O)c3n2)C1.